Dataset: the Open Reaction Database (ORD), a public repository of structured organic reaction records. Task: describe an organic reaction: reactants, conditions, products, and yield Starting materials: C(C)(C)NC(C)C (diisopropylamine), solution, C(CCC)[Li] (n-butyl lithium), CCCCCC (hexane), CI (methyl iodide), [Si](C)(C)(C(C)(C)C)O[C@@H](CO[C@H](C)C1=C(C=CC=C1)CC(C(=O)OC)C)CN1[C@@H](CCC1)CC1=CC(=C(C=C1)C)F (methyl 3-{2-[(1R)-1-({(2R)-2-{[tert-butyl(dimethyl)silyl]oxy}-3-[(2S)-2-(3-fluoro-4-methylbenzyl)pyrrolidin-1-yl]propyl}oxy)ethyl]phenyl}-2-methylpropanoate), Example 179 ( 179b ). The solvent is O1CCCC1 (tetrahydrofuran), O (water), O1CCCC1 (tetrahydrofuran). Run at time 15 minute. The product is [Si](C)(C)(C(C)(C)C)O[C@@H](CO[C@H](C)C1=C(C=CC=C1)CC(C(=O)OC)(C)C)CN1[C@@H](CCC1)CC1=CC(=C(C=C1)C)F (Methyl 3-{2-[(1R)-1-({(2R)-2-{[tert-butyl(dimethyl)silyl]oxy}-3-[(2S)-2-(3-fluoro-4-methylbenzyl)pyrrolidin-1-yl]propyl}oxy)ethyl]phenyl}-2,2-dimethylpropanoate). Yield: 68.0%. Reaction SMILES: [CH:1](NC(C)C)(C)C.C([Li])CCC.CCCCCC.[Si:19]([O:26][C@H:27]([CH2:45][N:46]1[CH2:50][CH2:49][CH2:48][C@H:47]1[CH2:51][C:52]1[CH:57]=[CH:56][C:55]([CH3:58])=[C:54]([F:59])[CH:53]=1)[CH2:28][O:29][C@@H:30]([C:32]1[CH:37]=[CH:36][CH:35]=[CH:34][C:33]=1[CH2:38][CH:39]([CH3:44])[C:40]([O:42][CH3:43])=[O:41])[CH3:31])([C:22]([CH3:25])([CH3:24])[CH3:23])([CH3:21])[CH3:20].CI>O1CCCC1.O>[Si:19]([O:26][C@H:27]([CH2:45][N:46]1[CH2:50][CH2:49][CH2:48][C@H:47]1[CH2:51][C:52]1[CH:57]=[CH:56][C:55]([CH3:58])=[C:54]([F:59])[CH:53]=1)[CH2:28][O:29][C@@H:30]([C:32]1[CH:37]=[CH:36][CH:35]=[CH:34][C:33]=1[CH2:38][C:39]([CH3:1])([CH3:44])[C:40]([O:42][CH3:43])=[O:41])[CH3:31])([C:22]([CH3:25])([CH3:23])[CH3:24])([CH3:21])[CH3:20]. Procedure: To diisopropylamine (0.21 mL, 1.52 mmol), a 2.69 M solution of n-butyl lithium in hexane (0.57 mL, 1.52 mmol) was added at −78° C. followed by stirring for 15 minutes. After adding anhydrous tetrahydrofuran (1.5 mL), the mixture was further stirred for 15 minutes at −78° C. Subsequently, a solution of methyl 3-{2-[(1R)-1-({(2R)-2-{[tert-butyl(dimethyl)silyl]oxy}-3-[(2S)-2-(3-fluoro-4-methylbenzyl)pyrrolidin-1-yl]propyl}oxy)ethyl]phenyl}-2-methylpropanoate (445 mg, 0.76 mmol), which had been obta...